From a dataset of the Open Reaction Database (ORD), a public repository of structured organic reaction records. describe an organic reaction: reactants, conditions, products, and yield Reactants: ClC1=NC(=NC(=N1)Cl)OCC(F)(F)F (2,4-dichloro-6-(2,2,2-trifluoroethoxy)-1,3,5-triazine), NC1=CC=C(C(=O)OC(C)(C)C)C=C1 (tert-butyl 4-aminobenzoate), CCN(C(C)C)C(C)C (Hunig's Base). Run in C1CCOC1 (THF). Run at time 16 hour. Yields the product ClC1=NC(=NC(=N1)OCC(F)(F)F)NC1=CC=C(C(=O)OC(C)(C)C)C=C1 (tert-butyl 4-(4-chloro-6-(2,2,2-trifluoroethoxy)-1,3,5-triazin-2-ylamino)benzoate). The yield is 65.0%. As a reaction SMILES: Cl[C:2]1[N:7]=[C:6]([Cl:8])[N:5]=[C:4]([O:9][CH2:10][C:11]([F:14])([F:13])[F:12])[N:3]=1.[NH2:15][C:16]1[CH:28]=[CH:27][C:19]([C:20]([O:22][C:23]([CH3:26])([CH3:25])[CH3:24])=[O:21])=[CH:18][CH:17]=1.CCN(C(C)C)C(C)C>C1COCC1>[Cl:8][C:6]1[N:5]=[C:4]([O:9][CH2:10][C:11]([F:14])([F:13])[F:12])[N:3]=[C:2]([NH:15][C:16]2[CH:28]=[CH:27][C:19]([C:20]([O:22][C:23]([CH3:24])([CH3:25])[CH3:26])=[O:21])=[CH:18][CH:17]=2)[N:7]=1. Reported procedure: To a solution of 2,4-dichloro-6-(2,2,2-trifluoroethoxy)-1,3,5-triazine (10 g, 40.3 mmol) in THF (100 mL) was added tert-butyl 4-aminobenzoate (7.79 g, 40.3 mmol) and Hunig's Base (7.04 mL, 40.3 mmol). The resulting mixture was stirred for 16 h. The precipitate was filtered and washed with Et2O, dried, then washed with water and dried to give the tert-butyl 4-(4-chloro-6-(2,2,2-trifluoroethoxy)-1,3,5-triazin-2-ylamino)benzoate (10.6 g). Starting materials: BrC=1C=C(C=C(C1)C#N)OC=1C(=C(C=CC1Cl)CNC(=O)C1=C(N=CN1)Cl)F (N-({3-[(3-bromo-5-cyanophenyl)oxy]-4-chloro-2-fluorophenyl}methyl)-4-chloro-1H-imidazole-5-carboxamide), Palladium dichlorobistriphenylphosphine(II), TEA, C#CC (1-propyne). The reagents and catalysts are [Cu]I (copper(I)iodide). Run in C1CCOC1 (THF). Yields the product ClC=1N=CNC1C(=O)NCC1=C(C(=C(C=C1)Cl)OC1=CC(=CC(=C1)C#CC)C#N)F (4-chloro-N-[(4-chloro-3-{[3-cyano-5-(1-propyn-1-yl)phenyl]oxy}-2-fluorophenyl)methyl]-1H-imidazole-5-carboxamide). Yield: 44.8%. As a reaction SMILES: Br[C:2]1[CH:3]=[C:4]([O:10][C:11]2[C:12]([F:28])=[C:13]([CH2:18][NH:19][C:20]([C:22]3[NH:26][CH:25]=[N:24][C:23]=3[Cl:27])=[O:21])[CH:14]=[CH:15][C:16]=2[Cl:17])[CH:5]=[C:6]([C:8]#[N:9])[CH:7]=1.[CH:29]#[C:30][CH3:31]>C1COCC1.[Cu]I>[Cl:27][C:23]1[N:24]=[CH:25][NH:26][C:22]=1[C:20]([NH:19][CH2:18][C:13]1[CH:14]=[CH:15][C:16]([Cl:17])=[C:11]([O:10][C:4]2[CH:3]=[C:2]([C:29]#[C:30][CH3:31])[CH:7]=[C:6]([C:8]#[N:9])[CH:5]=2)[C:12]=1[F:28])=[O:21]. Procedure: To a solution of N-({3-[(3-bromo-5-cyanophenyl)oxy]-4-chloro-2-fluorophenyl}methyl)-4-chloro-1H-imidazole-5-carboxamide (70.0 mg, 0.145 mmol), Palladium dichlorobistriphenylphosphine(II) (7.55 mg, 0.014 mmol), copper(I)iodide (1.377 mg, 7.23 μmol) and TEA (0.101 ml, 0.723 mmol) in THF (4 ml) was bubbled 1-propyne (11.59 mg, 0.289 mmol) for 5 minutes and the reaction mixture was irradiated in a personal microwave reactor for 10 minutes at 120° C. The solvent was removed and the crude material was... The reactants are C(C)(=O)O[C@H](C(=O)N1C[C@H]2C(CCC([C@H]2C1)=O)(C1=CC=CC=C1)C1=CC=CC=C1)C1=CC=CC=C1 ((3aR,7aR)-2-[(S)-2-acetoxy-2-phenylacetyl]-7,7-diphenyl-4-perhydroisoindolone), Cl (hydrochloric acid), [OH-].[Na+] (sodium hydroxide). Run in O (water), C(C)(=O)OCC (ethyl acetate), O (water), C(C)O (ethanol). Yields the product O[C@H](C(=O)N1C[C@H]2C(CCC([C@H]2C1)=O)(C1=CC=CC=C1)C1=CC=CC=C1)C1=CC=CC=C1 ((3aR,7aR)-2-[(S)-2-hydroxy-2-phenylacetyl]-7,7-diphenyl-4-perhydroisoindolone). Isolated yield 71.4%. Reaction SMILES: C([O:4][C@@H:5]([C:30]1[CH:35]=[CH:34][CH:33]=[CH:32][CH:31]=1)[C:6]([N:8]1[CH2:16][C@H:15]2[C@H:10]([C:11]([C:24]3[CH:29]=[CH:28][CH:27]=[CH:26][CH:25]=3)([C:18]3[CH:23]=[CH:22][CH:21]=[CH:20][CH:19]=3)[CH2:12][CH2:13][C:14]2=[O:17])[CH2:9]1)=[O:7])(=O)C.[OH-].[Na+].Cl>O.C(O)C.C(OCC)(=O)C>[OH:4][C@@H:5]([C:30]1[CH:35]=[CH:34][CH:33]=[CH:32][CH:31]=1)[C:6]([N:8]1[CH2:16][C@H:15]2[C@H:10]([C:11]([C:24]3[CH:25]=[CH:26][CH:27]=[CH:28][CH:29]=3)([C:18]3[CH:23]=[CH:22][CH:21]=[CH:20][CH:19]=3)[CH2:12][CH2:13][C:14]2=[O:17])[CH2:9]1)=[O:7] |f:1.2|. Procedure details: A solution of (3aR,7aR)-2-[(S)-2-acetoxy-2-phenylacetyl]-7,7-diphenyl-4-perhydroisoindolone (2 g) in a mixture of water (20 cc) and ethanol (25 cc) is treated with normal sodium hydroxide solution (5 cc) and the mixture is refluxed for 1 hour, then diluted with water (100 cc) and ethyl acetate (50 cc) and neutralized by the addition of normal hydrochloric acid (5 cc). The organic phase is washed with water (50 cc) and with a saturated sodium chloride solution (50 cc), dried over magnesium sulpha... Starting materials: CCCC[Sn](C#Cc1ccccc1)(CCCC)CCCC, CN(C)C=O, CCOC(C)=O, [Cu]I, FC(F)(F)CCI, O=C(C=Cc1ccccc1)C=Cc1ccccc1, O=C(C=Cc1ccccc1)C=Cc1ccccc1, O=C(C=Cc1ccccc1)C=Cc1ccccc1, [Pd], [Pd], c1coc(P(c2ccco2)c2ccco2)c1. The product is FC(F)(F)CCC#Cc1ccccc1. RXN SMILES: [CH2:24]([Sn:25]([CH2:26][CH2:27][CH2:28][CH3:37])([C:29]#[C:30][c:31]1[cH:32][cH:33][cH:34][cH:35][cH:36]1)[CH2:38][CH2:39][CH2:40][CH3:41])[CH2:42][CH2:43][CH3:44].[CH3:45][N:46]([CH3:47])[CH:48]=[O:49].[CH3:50][CH2:51][O:52][C:53](=[O:54])[CH3:55].[Cu:112][I:113].[F:1][C:2]([CH2:3][CH2:4][I:5])([F:6])[F:7].[O:58]=[C:59]([CH:60]=[CH:61][c:62]1[cH:63][cH:64][cH:65][cH:66][cH:67]1)[CH:68]=[CH:69][c:70]1[cH:71][cH:72][cH:73][cH:74][cH:75]1.[O:76]=[C:77]([CH:78]=[CH:79][c:80]1[cH:81][cH:82][cH:83][cH:84][cH:85]1)[CH:86]=[CH:87][c:88]1[cH:89][cH:90][cH:91][cH:92][cH:93]1.[O:94]=[C:95]([CH:96]=[CH:97][c:98]1[cH:99][cH:100][cH:101][cH:102][cH:103]1)[CH:104]=[CH:105][c:106]1[cH:107][cH:108][cH:109][cH:110][cH:111]1.[Pd:56].[Pd:57].[o:8]1[cH:9][cH:10][cH:11][c:12]1[P:13]([c:14]1[o:15][cH:16][cH:17][cH:18]1)[c:19]1[o:20][cH:21][cH:22][cH:23]1>>[F:1][C:2]([CH2:3][CH2:4][C:29]#[C:30][c:31]1[cH:32][cH:33][cH:34][cH:35][cH:36]1)([F:6])[F:7].